This data is from the Open Reaction Database (ORD), a public repository of structured organic reaction records. The task is: describe an organic reaction: reactants, conditions, products, and yield Starting materials: N1(CCC1)C(=O)C=1C=NN(C1C(=O)NC1=CC=2N(C=C1)N=C(N2)Br)C (4-(azetidine-1-carbonyl)-N-(2-bromo-[1,2,4]triazolo[1,5-a]pyridin-7-yl)-1-methyl-1H-pyrazole-5-carboxamide), N1=CC=C(C=C1)B(O)O (pyridin-4-ylboronic acid). Reagents/catalysts: [Pd](Cl)Cl.C1(=CC=CC=C1)P([C-]1C=CC=C1)C1=CC=CC=C1.[C-]1(C=CC=C1)P(C1=CC=CC=C1)C1=CC=CC=C1.[Fe+2].C1=CC=C(C=C1)P([C-]2C=CC=C2)C3=CC=CC=C3.C1=CC=C(C=C1)P([C-]2C=CC=C2)C3=CC=CC=C3.[Fe+2] (1,1′-bis(diphenylphosphino)ferrocene palladium (II) chloride dppf). Run in O1CCOCC1 (dioxane), C([O-])([O-])=O.[Na+].[Na+] (sodium carbonate). Yields the product N1=CC=C(C=C1)C1=NN2C(C=C(C=C2)NC(=O)C=2N(N=CC2C(=O)N2CCC2)C)=N1 (4-(azetidine-1-carbonyl)-2-methyl-2H-pyrazole-3-carboxylic acid (2-pyridin-4-yl-[1,2,4]triazolo[1,5-a]pyridin-7-yl)-amide). The yield is 18.8%. RXN SMILES: [N:1]1([C:5]([C:7]2[CH:8]=[N:9][N:10]([CH3:25])[C:11]=2[C:12]([NH:14][C:15]2[CH:20]=[CH:19][N:18]3[N:21]=[C:22](Br)[N:23]=[C:17]3[CH:16]=2)=[O:13])=[O:6])[CH2:4][CH2:3][CH2:2]1.[N:26]1[CH:31]=[CH:30][C:29](B(O)O)=[CH:28][CH:27]=1>O1CCOCC1.C(=O)([O-])[O-].[Na+].[Na+].[Pd](Cl)Cl.C1(P(C2C=CC=CC=2)[C-]2C=CC=C2)C=CC=CC=1.[C-]1(P(C2C=CC=CC=2)C2C=CC=CC=2)C=CC=C1.[Fe+2].C1C=CC(P(C2C=CC=CC=2)[C-]2C=CC=C2)=CC=1.C1C=CC(P(C2C=CC=CC=2)[C-]2C=CC=C2)=CC=1.[Fe+2]>[N:26]1[CH:31]=[CH:30][C:29]([C:22]2[N:23]=[C:17]3[CH:16]=[C:15]([NH:14][C:12]([C:11]4[N:10]([CH3:25])[N:9]=[CH:8][C:7]=4[C:5]([N:1]4[CH2:4][CH2:3][CH2:2]4)=[O:6])=[O:13])[CH:20]=[CH:19][N:18]3[N:21]=2)=[CH:28][CH:27]=1 |f:3.4.5,6.7.8.9.10.11.12|. Procedure details: Through a mixture of 4-(azetidine-1-carbonyl)-N-(2-bromo-[1,2,4]triazolo[1,5-a]pyridin-7-yl)-1-methyl-1H-pyrazole-5-carboxamide (150 mg, 371 μmol) and pyridin-4-ylboronic acid (68.4 mg, 557 μmol) in dioxane (4 ml) and sat. sodium carbonate solution (1 ml) was bubbled nitrogen for 10 minutes, then 1,1′-bis(diphenylphosphino)ferrocene palladium (II) chloride/dppf (15.2 mg, 18.6 μmol) was added and the resulting mixture was refluxed for 18 hours under nitrogen atmosphere. The solvent was evaporated... Reactants: COC([C@H](C1=CC=CC=C1)N1CN(C2(C1=O)CCN(CC2)C(=O)OC(C)(C)C)C2=CC=CC=C2)=O ((S)-tert-butyl 3-(2-methoxy-2-oxo-1-phenylethyl)-4-oxo-1-phenyl-1,3,8-triazaspiro[4.5]decane-8-carboxylate), Cl (hydrochloric acid). Run in O1CCOCC1 (dioxane). Yields the product hydrogen chloride salt, O=C1N(CN(C12CCNCC2)C2=CC=CC=C2)[C@H](C(=O)OC)C2=CC=CC=C2 ((S)-methyl 2-(4-oxo-1-phenyl-1,3,8-triazaspiro[4.5]decan-3-yl)-2-phenylacetate). The yield is 109.0%. Reaction SMILES: [CH3:1][O:2][C:3](=[O:35])[C@@H:4]([N:11]1[C:15](=[O:16])[C:14]2([CH2:21][CH2:20][N:19](C(OC(C)(C)C)=O)[CH2:18][CH2:17]2)[N:13]([C:29]2[CH:34]=[CH:33][CH:32]=[CH:31][CH:30]=2)[CH2:12]1)[C:5]1[CH:10]=[CH:9][CH:8]=[CH:7][CH:6]=1.Cl>O1CCOCC1>[O:16]=[C:15]1[C:14]2([CH2:17][CH2:18][NH:19][CH2:20][CH2:21]2)[N:13]([C:29]2[CH:34]=[CH:33][CH:32]=[CH:31][CH:30]=2)[CH2:12][N:11]1[C@@H:4]([C:5]1[CH:6]=[CH:7][CH:8]=[CH:9][CH:10]=1)[C:3]([O:2][CH3:1])=[O:35]. Reported procedure: Deprotection of (S)-tert-butyl 3-(2-methoxy-2-oxo-1-phenylethyl)-4-oxo-1-phenyl-1,3,8-triazaspiro[4.5]decane-8-carboxylate (183 mg, 0.382 mmol, 1 equiv) was accomplwashed in 3 hours in the presence of 4M hydrochloric acid in dioxane at ambient temperature. The resulting mixture was concentrated and dried in vacuo to afford the hydrogen chloride salt of the title compound as a white solid (158 mg, quant); 1H NMR (400 MHz, DMSO-d6): δ 1.82 (d, 2H, J=14.4 Hz), 2.67-2.77 (m, 2H); 2.93 (bs, 1H); 3.35...